This data is from the Open Reaction Database (ORD), a public repository of structured organic reaction records. The task is: describe an organic reaction: reactants, conditions, products, and yield Starting materials: C(C)(C)(C)OC(=O)N1C[C@@H](CC1)OC([C@@](C1=CC=CC=C1)(O)C1CCCC1)=O ((R)-3-((R)-2-Cyclopentyl-2-hydroxy-2-phenylacetoxy)pyrrolidine-1-carboxylic acid t-butyl ester), Cl (HCl). Run in O1CCOCC1 (1,4-dioxane), O1CCOCC1 (1,4-dioxane). Reaction conditions: time 8 hour. The product is N1C[C@@H](CC1)OC([C@@](C1=CC=CC=C1)(O)C1CCCC1)=O ((R)-Cyclopentylhydroxyphenylacetic acid (R)-pyrrolidin-3-yl ester), Cl (HCl). RXN SMILES: C(OC([N:8]1[CH2:12][CH2:11][C@@H:10]([O:13][C:14](=[O:28])[C@:15]([CH:23]2[CH2:27][CH2:26][CH2:25][CH2:24]2)([OH:22])[C:16]2[CH:21]=[CH:20][CH:19]=[CH:18][CH:17]=2)[CH2:9]1)=O)(C)(C)C.[ClH:29]>O1CCOCC1>[NH:8]1[CH2:12][CH2:11][C@@H:10]([O:13][C:14](=[O:28])[C@:15]([CH:23]2[CH2:24][CH2:25][CH2:26][CH2:27]2)([OH:22])[C:16]2[CH:17]=[CH:18][CH:19]=[CH:20][CH:21]=2)[CH2:9]1.[ClH:29]. Procedure details: (R)-3-((R)-2-Cyclopentyl-2-hydroxy-2-phenylacetoxy)pyrrolidine-1-carboxylic acid t-butyl ester (1.3 g) in 8 ml 1,4-dioxane was added to 4 ml of 4M HCl in 1,4-dioxane and stirred at room temperature overnight to yield the title compound as an HCl salt (1 g). Reactants: Cc1nc(Cl)c([N+](=O)[O-])c(NCCCO)c1C, [H-], [Na+], C1CCOC1, Oc1ccccc1. The product is Cc1nc(Oc2ccccc2)c([N+](=O)[O-])c(NCCCO)c1C. Reaction SMILES: [Cl:10][c:11]1[n:12][c:13]([CH3:26])[c:14]([CH3:25])[c:15]([NH:20][CH2:21][CH2:22][CH2:23][OH:24])[c:16]1[N+:17](=[O:18])[O-:19].[H-:1].[Na+:2].[O:27]1[CH2:28][CH2:29][CH2:30][CH2:31]1.[OH:3][c:4]1[cH:5][cH:6][cH:7][cH:8][cH:9]1>>[O:3]([c:4]1[cH:5][cH:6][cH:7][cH:8][cH:9]1)[c:11]1[n:12][c:13]([CH3:26])[c:14]([CH3:25])[c:15]([NH:20][CH2:21][CH2:22][CH2:23][OH:24])[c:16]1[N+:17](=[O:18])[O-:19]. The reactants are BrC=1SC=CC1 (2-bromothiophene), CC1=NNC=C1 (3-methylpyrazole), C(C=1C(O)=CC=CC1)=NO (salicylaldoxime), C([O-])([O-])=O.[Cs+].[Cs+] (cesium carbonate). Reagents/catalysts: [Cu-]=O (copper (I) oxide). Solvent: C(C)#N (acetonitrile). Run at temperature 82 celsius, time 16 hour. Yields the product CC1=NN(C=C1)C=1SC=CC1 (3-methyl-1-(2-thienyl)-1H-pyrazole). Reaction SMILES: [CH3:1][C:2]1[CH:6]=[CH:5][NH:4][N:3]=1.C(=NO)C1C(=CC=CC=1)O.C(=O)([O-])[O-].[Cs+].[Cs+].Br[C:24]1[S:25][CH:26]=[CH:27][CH:28]=1>[Cu-]=O.C(#N)C>[CH3:1][C:2]1[CH:6]=[CH:5][N:4]([C:24]2[S:25][CH:26]=[CH:27][CH:28]=2)[N:3]=1 |f:2.3.4|. Procedure details: A mixture of 3-methylpyrazole (500 mg, 6.09 mmol), salicylaldoxime (167 mg, 1.22 mmol), copper (I) oxide (44 mg, 0.30 mmol), and cesium carbonate (3.97 g, 12.2 mmol) was sparged with argon for 3 minutes. To this mixture was added acetonitrile (3 ml) and 2-bromothiophene (0.88 ml, 9.1 mmol). The reaction mixture was sparged with argon for 3 minutes and heated to 82° C. After 16 hours, the reaction mixture was diluted with ethyl acetate, washed with water and brine, then dried over magnesium sulfa... The reactants are [Si](C)(C)(C(C)(C)C)O[C@H]1C[C@@H](C[C@H]1CO[Si](C)(C)C(C)(C)C)O ((1R,3S,4S)-3-{[tert-butyl(dimethyl)silyl]oxy}-4-({[tert-butyl(dimethyl)silyl]oxy}methyl)cyclopentanol), [H-].[Na+] (NaH), NC1=NC=CC(=C1[N+](=O)[O-])Cl (2-amino-4-chloro-3-nitropyridine). Run in C1CCOC1 (THF). Reaction conditions: time 1 hour. The product is [Si](C)(C)(C(C)(C)C)O[C@H]1C[C@@H](C[C@H]1CO[Si](C)(C)C(C)(C)C)OC1=C(C(=NC=C1)N)[N+](=O)[O-] (4-{[(1R,3S,4S)-3-{[tert-butyl(dimethyl)silyl]oxy}-4-({[tert-butyl(dimethyl)silyl]-oxy}methyl)cyclopentyl]oxy}-3-nitropyridin-2-amine). The yield is 35.3%. Reaction SMILES: [Si:1]([O:8][C@@H:9]1[C@H:13]([CH2:14][O:15][Si:16]([C:19]([CH3:22])([CH3:21])[CH3:20])([CH3:18])[CH3:17])[CH2:12][C@@H:11]([OH:23])[CH2:10]1)([C:4]([CH3:7])([CH3:6])[CH3:5])([CH3:3])[CH3:2].[H-].[Na+].[NH2:26][C:27]1[C:32]([N+:33]([O-:35])=[O:34])=[C:31](Cl)[CH:30]=[CH:29][N:28]=1>C1COCC1>[Si:1]([O:8][C@@H:9]1[C@H:13]([CH2:14][O:15][Si:16]([C:19]([CH3:22])([CH3:21])[CH3:20])([CH3:17])[CH3:18])[CH2:12][C@@H:11]([O:23][C:31]2[CH:30]=[CH:29][N:28]=[C:27]([NH2:26])[C:32]=2[N+:33]([O-:35])=[O:34])[CH2:10]1)([C:4]([CH3:7])([CH3:6])[CH3:5])([CH3:3])[CH3:2] |f:1.2|. Procedure details: To a solution of (1R,3S,4S)-3-{[tert-butyl(dimethyl)silyl]oxy}-4-({[tert-butyl(dimethyl)silyl]oxy}methyl)cyclopentanol (0.782 g, 0.00217 mol) in THF (30.0 mL) was added NaH (0.156 g, 0.00650 mol) and the mixture was stirred for 1 h. To this was added 2-amino-4-chloro-3-nitropyridine (0.376 g, 0.00217 mol) and the mixture was stirred overnight. The solution was concentrated and the residue was purified by flash chromatography (25% EtOAc/hexanes) to afford the title compound (0.381 g, 35%) as a ye... Starting materials: N([C@@H](CC1=CC=CC=C1)C(=O)O)C(=O)OC(C)(C)C (Boc-Phe-OH), NCC(=O)OCC1=CC=CC=C1.S(=O)(=O)(C1=CC=C(C)C=C1)O (Gly-OBzl TosOH), C=1C=CC2=C(C1)N=NN2O (HOBt). The solvent is CN(C)C=O (DMF). Yield: 47.7%. Procedure details: Boc-Phe-OH (79.6 g, 0.3 mole), Gly-OBzl-TosOH (111 g, 1.1 eq), and HOBt (44.6 g, 1.1 eq) were dissolved in DMF (300 ml). WSCI (60.4 ml, 1.1 eq ) was added dropwise while cooling, and the solution was stirred overnight. DMF was distilled off. The residue was dissolved in CHCl3, and the solution was washed with 5% NaHCO3, 10% Na2CO3, water, 1HCl, and water, in order, and dried over MgSO4. The CHCl3 was distilled off, and to the residue, Et2O was added. The thus-produced powder was obtained by filt... As a reaction SMILES: [NH:1]([C:13]([O:15][C:16]([CH3:19])([CH3:18])[CH3:17])=[O:14])[C@H:2]([C:10]([OH:12])=O)[CH2:3][C:4]1[CH:9]=[CH:8][CH:7]=[CH:6][CH:5]=1.[NH2:20][CH2:21][C:22]([O:24][CH2:25][C:26]1[CH:31]=[CH:30][CH:29]=[CH:28][CH:27]=1)=[O:23].S(O)(C1C=CC(C)=CC=1)(=O)=O.C1C=CC2N(O)N=NC=2C=1>CN(C=O)C>[NH:1]([C:13]([O:15][C:16]([CH3:19])([CH3:18])[CH3:17])=[O:14])[C@H:2]([C:10]([NH:20][CH2:21][C:22]([O:24][CH2:25][C:26]1[CH:31]=[CH:30][CH:29]=[CH:28][CH:27]=1)=[O:23])=[O:12])[CH2:3][C:4]1[CH:5]=[CH:6][CH:7]=[CH:8][CH:9]=1 |f:1.2|. Yields the product N([C@@H](CC1=CC=CC=C1)C(=O)NCC(=O)OCC1=CC=CC=C1)C(=O)OC(C)(C)C (Boc-Phe-Gly-OBzl). Run at time 8 hour. The reactants are NC1=CC=C(C=C1)CCC(=O)OC (Methyl 3-(4-aminophenyl)propanoate), CS(=O)(=O)Cl (methanesulfonyl chloride). Solvent: C(Cl)Cl (DCM), N1=CC=CC=C1 (pyridine), C(Cl)Cl (DCM). Reaction conditions: time 2 hour. The product is CS(=O)(=O)NC1=CC=C(C=C1)CCC(=O)OC (methyl 3-(4-(methylsulfonamido)phenyl)propanoate). RXN SMILES: [NH2:1][C:2]1[CH:7]=[CH:6][C:5]([CH2:8][CH2:9][C:10]([O:12][CH3:13])=[O:11])=[CH:4][CH:3]=1.[CH3:14][S:15](Cl)(=[O:17])=[O:16]>C(Cl)Cl.N1C=CC=CC=1>[CH3:14][S:15]([NH:1][C:2]1[CH:3]=[CH:4][C:5]([CH2:8][CH2:9][C:10]([O:12][CH3:13])=[O:11])=[CH:6][CH:7]=1)(=[O:17])=[O:16]. Procedure details: Methyl 3-(4-aminophenyl)propanoate (250 mg, 1.39 mmol) was dissolved in DCM (2 ml) and pyridine (500 μl), then methanesulfonyl chloride was added (191 mg, 1.67 mmol), and the mixture was stirred at RT for 2 hours. The reaction was diluted with DCM, and the organic phase was washed with HCl 1N (2×) and brine, dried over Na2SO4 and evaporated under vacuum to give 250 mg of the desired product. Yields the product COC(CCCCOC=1C(=CC2=C(N(C(=N2)C2=CC=CC=C2)C2=CC=C(C=C2)OC)C1)NS(=O)(=O)C1=CC=C(C=C1)Cl)=O (5-[[5-[[(4-Chlorophenyl)sulfonyl]amino]-1-(4-methoxyphenyl)-2-phenyl-1H-benzimidazol-6-yl]oxy]pentanoic acid methyl ester). Procedure details: 5-[(5-Amino-1-(4-methoxyphenyl)-2-phenyl-1H-benzimidazol-6-yl)oxy]pentanoic acid methyl ester was reacted with 4-chlorobenzenesulfonic acid chloride according to general operating instructions 13. Reaction SMILES: [CH3:1][O:2][C:3](=[O:33])[CH2:4][CH2:5][CH2:6][CH2:7][O:8][C:9]1[C:10]([NH2:32])=[CH:11][C:12]2[N:16]=[C:15]([C:17]3[CH:22]=[CH:21][CH:20]=[CH:19][CH:18]=3)[N:14]([C:23]3[CH:28]=[CH:27][C:26]([O:29][CH3:30])=[CH:25][CH:24]=3)[C:13]=2[CH:31]=1.[Cl:34][C:35]1[CH:40]=[CH:39][C:38]([S:41](Cl)(=[O:43])=[O:42])=[CH:37][CH:36]=1>>[CH3:1][O:2][C:3](=[O:33])[CH2:4][CH2:5][CH2:6][CH2:7][O:8][C:9]1[C:10]([NH:32][S:41]([C:38]2[CH:39]=[CH:40][C:35]([Cl:34])=[CH:36][CH:37]=2)(=[O:43])=[O:42])=[CH:11][C:12]2[N:16]=[C:15]([C:17]3[CH:22]=[CH:21][CH:20]=[CH:19][CH:18]=3)[N:14]([C:23]3[CH:24]=[CH:25][C:26]([O:29][CH3:30])=[CH:27][CH:28]=3)[C:13]=2[CH:31]=1. Starting materials: COC(CCCCOC=1C(=CC2=C(N(C(=N2)C2=CC=CC=C2)C2=CC=C(C=C2)OC)C1)N)=O (5-[(5-Amino-1-(4-methoxyphenyl)-2-phenyl-1H-benzimidazol-6-yl)oxy]pentanoic acid methyl ester), ClC1=CC=C(C=C1)S(=O)(=O)Cl (4-chlorobenzenesulfonic acid chloride).